The task is: describe an organic reaction: reactants, conditions, products, and yield. This data is from the Open Reaction Database (ORD), a public repository of structured organic reaction records. Reactants: [I-].C(C)OC(=O)[C@@]1([C@@H](C1)C=C)NC(=O)N1C=[N+](C=C1)C (1-((1R,2S)-1-(ethoxycarbonyl)-2-vinylcyclopropyl-carbamoyl)-3-methyl-1H-imidazol-3-ium iodide), C(CCCCC=C)N(C(=O)[C@H]1NC[C@@H](C1)O)C ((2S,4R)-2-N-(hept-6-enyl)-4-hydroxy-N-methylpyrrolidine-2-carboxamide), C(C)OC(=O)[C@@]1([C@H](C1)C=C)NC(=O)N1[C@@H](C[C@H](C1)O)C(N(C)CCCCC=C)=O ((1R)-1-{[2(S)-(hex-5-enyl-methyl-carbamoyl)-4(R)-hydroxy-pyrrolidine-N-carbonyl]amino}-2(R)-vinyl-cyclopropanecarboxylic acid ethyl ester). Product: C(C)OC(=O)[C@@]1([C@H](C1)C=C)NC(=O)N1[C@@H](C[C@H](C1)O)C(N(C)CCCCC=CC)=O ((1R)-1-{[2(S)-(hept-5-enyl-methyl-carbamoyl)-4(R)-hydroxy-pyrrolidine-N-carbonyl]amino}-2(R)-vinyl-cyclopropanecarboxylic acid ethyl ester). Isolated yield 38.0%. As a reaction SMILES: [I-].[CH2:2]([O:4][C:5]([C@@:7]1([NH:12][C:13](N2C=C[N+](C)=C2)=[O:14])[CH2:9][C@H:8]1[CH:10]=[CH2:11])=[O:6])[CH3:3].[CH2:21]([N:28]([CH3:37])[C:29]([C@@H:31]1[CH2:35][C@@H:34]([OH:36])[CH2:33][NH:32]1)=[O:30])[CH2:22][CH2:23][CH2:24][CH2:25][CH:26]=[CH2:27].C(OC([C@@]1(NC(N2C[C@H](O)C[C@H]2C(=O)N(CCCCC=C)C)=O)C[C@@H]1C=C)=O)C>>[CH2:2]([O:4][C:5]([C@@:7]1([NH:12][C:13]([N:32]2[CH2:33][C@H:34]([OH:36])[CH2:35][C@H:31]2[C:29](=[O:30])[N:28]([CH2:21][CH2:22][CH2:23][CH2:24][CH:25]=[CH:26][CH3:27])[CH3:37])=[O:14])[CH2:9][C@@H:8]1[CH:10]=[CH2:11])=[O:6])[CH3:3] |f:0.1|. Procedure: Compound 72a was synthesized from compounds 34 and 71a as a beige solid in 38% yield, following the procedure as described for compound 50.